From a dataset of the Open Reaction Database (ORD), a public repository of structured organic reaction records. describe an organic reaction: reactants, conditions, products, and yield Reactants: O (water), BrC(=CC1=CC=C(C=C1)[C@@H]1CC[C@H](CC1)CCCCC)Br (β,β-dibromo-p-(trans-4-pentylcyclohexyl)styrene), solution, C(CCC)[Li] (butyl lithium). The solvent is O1CCCC1 (tetrahydrofuran), CCCCCC (hexane). Conditions: temperature -10 celsius, time 1 hour. Yields the product C(#C)C1=CC=C(C=C1)[C@@H]1CC[C@H](CC1)CCCCC (1-ethynyl-4-(trans-4-pentylcyclohexyl)benzene). Yield: 85.3%. Reaction SMILES: Br[C:2](Br)=[CH:3][C:4]1[CH:9]=[CH:8][C:7]([C@H:10]2[CH2:15][CH2:14][C@H:13]([CH2:16][CH2:17][CH2:18][CH2:19][CH3:20])[CH2:12][CH2:11]2)=[CH:6][CH:5]=1.C([Li])CCC.O>O1CCCC1.CCCCCC>[C:3]([C:4]1[CH:9]=[CH:8][C:7]([C@H:10]2[CH2:15][CH2:14][C@H:13]([CH2:16][CH2:17][CH2:18][CH2:19][CH3:20])[CH2:12][CH2:11]2)=[CH:6][CH:5]=1)#[CH:2]. Procedure details: A solution of 7.88 g of β,β-dibromo-p-(trans-4-pentylcyclohexyl)styrene in 150 ml of absolute tetrahydrofuran was placed at -78° C. in a sulphonation flask under argon gasification and treated within 10 minutes with 63 ml of a 1.2N solution of butyl lithium in hexane. After completion of the addition, the mixture was stirred at -78° C. for a further 1 hour and at -10° C. for 1 hour, then poured into 100 ml of water and extracted three times with 100 ml of petroleum ether each time. The organic p... The reactants are C(C)(C)(C)OC(CN1C=C(C2=CC(=CC=C12)OCC1=CC=CC=C1)C(C)=O)=O ((3-acetyl-5-benzyloxy-indol-1-yl)-acetic acid tert-butyl ester), C(C1=CC=CC=C1)OC=1C=C2C=CNC2=CC1 (5-benzyloxy-1H-indole). The reagents and catalysts are [Pd] (Pd/C). The solvent is C(Cl)Cl.CO (CH2Cl2 MeOH). Run at time 5 hour. Yields the product C(C)(C)(C)OC(CN1C=C(C2=CC(=CC=C12)O)C(C)=O)=O ((3-Acetyl-5-hydroxy-indol-1-yl)-acetic acid tert-butyl ester). Reaction SMILES: [C:1]([O:5][C:6](=[O:28])[CH2:7][N:8]1[C:16]2[C:11](=[CH:12][C:13]([O:17]CC3C=CC=CC=3)=[CH:14][CH:15]=2)[C:10]([C:25](=[O:27])[CH3:26])=[CH:9]1)([CH3:4])([CH3:3])[CH3:2].C(OC1C=C2C(=CC=1)NC=C2)C1C=CC=CC=1>C(Cl)Cl.CO.[Pd]>[C:1]([O:5][C:6](=[O:28])[CH2:7][N:8]1[C:16]2[C:11](=[CH:12][C:13]([OH:17])=[CH:14][CH:15]=2)[C:10]([C:25](=[O:27])[CH3:26])=[CH:9]1)([CH3:4])([CH3:2])[CH3:3] |f:2.3|. Procedure: To a solution of (3-acetyl-5-benzyloxy-indol-1-yl)-acetic acid tert-butyl ester (MS: 380.0 [M+H]+; tR (HPLC conditions c): 5.72 min; prepared from 5-benzyloxy-1H-indole [1215-59-4] in a similar manner as described in Scheme A13 (step A and B)) (3.3 g, 8.70 mmol) in CH2Cl2/MeOH (80 mL) was added Pd/C (0.093 g, 0.870 mmol). The reaction mixture was stirred at RT for 5 h under H2 atmosphere. The reaction mixture was filtered over a pad of Celite and washed with CH2Cl2 and MeOH. Volatiles were evapo... Starting materials: CNC, CC(=O)O, CN(C)C=O, COc1ccc(C(=O)CCCCl)c(Cl)c1Cl, Cl, O. Product: C=C(CCCl)C(=O)c1ccc(OC)c(Cl)c1Cl. Reaction SMILES: [CH3:18][NH:19][CH3:20].[CH3:21][C:22](=[O:23])[OH:24].[CH3:25][N:26]([CH3:27])[CH:28]=[O:29].[Cl:1][c:2]1[c:3]([O:15][CH3:16])[cH:4][cH:5][c:6]([C:9]([CH2:10][CH2:11][CH2:12][Cl:13])=[O:14])[c:7]1[Cl:8].[ClH:17].[OH2:30]>>[Cl:1][c:2]1[c:3]([O:15][CH3:16])[cH:4][cH:5][c:6]([C:9]([C:10]([CH2:11][CH2:12][Cl:13])=[CH2:18])=[O:14])[c:7]1[Cl:8]. As a reaction SMILES: [C:21](#[N:22])[NH:23][C:24]([S:25][CH3:26])=[N:27][CH3:28].[CH2:31]([Cl:32])[Cl:33].[CH3:29][OH:30].[CH3:34][O:35][CH2:36][CH2:37][OH:38].[NH2:1][CH2:2][CH2:3][CH2:4][CH2:5][N:6]1[CH2:7][CH2:8][CH:9]([C:12]([c:13]2[cH:14][cH:15][c:16]([F:19])[cH:17][cH:18]2)=[O:20])[CH2:10][CH2:11]1>>[NH:1]([CH2:2][CH2:3][CH2:4][CH2:5][N:6]1[CH2:7][CH2:8][CH:9]([C:12]([c:13]2[cH:14][cH:15][c:16]([F:19])[cH:17][cH:18]2)=[O:20])[CH2:10][CH2:11]1)[C:24]([NH:23][C:21]#[N:22])=[N:27][CH3:28]. Yields the product CN=C(NC#N)NCCCCN1CCC(C(=O)c2ccc(F)cc2)CC1. Starting materials: CN=C(NC#N)SC, ClCCl, CO, COCCO, NCCCCN1CCC(C(=O)c2ccc(F)cc2)CC1. The reactants are COC1=CC=C(C=C1)OB(O)O (4-methoxyphenylboric acid), COC1=CC=C(C=C1)OB(O)O (4-methoxyphenylboric acid), C(C)N1CCN(CC1)C1=NC(=NC2=CC=CC=C12)Cl (4-(1-ethylpiperazin-4-yl)-2-chloroquinazoline), COC1=CC=C(C=C1)OB(O)O (4-methoxyphenylboric acid), aqueous solution, C([O-])([O-])=O.[Na+].[Na+] (sodium carbonate), COC1=CC=C(C=C1)OB(O)O (4-methoxyphenylboric acid). Solvent: C1(=CC=CC=C1)C (toluene). Run at time 2 hour. Yields the product Cl.Cl.C(C)N1CCN(CC1)C1=NC(=NC2=CC=CC=C12)C1=CC=C(C=C1)OC (4-(4-ethylpiperazin-1-yl)-2-(4-methoxyphenyl)quinazoline dihydrochloride). The yield is 136.1%. As a reaction SMILES: [CH2:1]([N:3]1[CH2:8][CH2:7][N:6]([C:9]2[C:18]3[C:13](=[CH:14][CH:15]=[CH:16][CH:17]=3)[N:12]=[C:11]([Cl:19])[N:10]=2)[CH2:5][CH2:4]1)[CH3:2].[CH3:20][O:21][C:22]1[CH:27]=[CH:26][C:25](OB(O)O)=[CH:24][CH:23]=1.C(=O)([O-])[O-].[Na+].[Na+]>C1(C)C=CC=CC=1>[ClH:19].[ClH:19].[CH2:1]([N:3]1[CH2:8][CH2:7][N:6]([C:9]2[C:18]3[C:13](=[CH:14][CH:15]=[CH:16][CH:17]=3)[N:12]=[C:11]([C:25]3[CH:26]=[CH:27][C:22]([O:21][CH3:20])=[CH:23][CH:24]=3)[N:10]=2)[CH2:5][CH2:4]1)[CH3:2] |f:2.3.4,6.7.8|. Procedure: A mixture of 4-(1-ethylpiperazin-4-yl)-2-chloroquinazoline(0.56 g), 4-methoxyphenylboric acid (0.46 g) tetrakistriphenylphosphinepalladium(0) (0.12 g), toluene (50 ml) and a 10% aqueous solution of sodium carbonate (30 ml) was vigorously stirred in nitrogen atmosphere at 100° C. for 1 hr. To the resulting mixture was additionally added 4-methoxyphenylboric acid (0.31 g), and the mixture was further stirred for 2 hr. To the resulting mixture was again added 4-methoxyphenylboric acid (0.31 g), and... Starting materials: C1CCOC1, CC(C)C1c2nc[nH]c2CCN1C(=O)OCC(Cl)(Cl)Cl, [H-], [Na+], OCc1cnccn1. The product is CC(C)C1c2nc[nH]c2CCN1C(=O)OCc1cnccn1. Reaction SMILES: [CH2:31]1[O:32][CH2:33][CH2:34][CH2:35]1.[CH:11]([CH3:12])([CH3:13])[CH:14]1[N:15]([C:23](=[O:24])[O:25][CH2:26][C:27]([Cl:28])([Cl:29])[Cl:30])[CH2:16][CH2:17][c:18]2[c:19]1[n:20][cH:21][nH:22]2.[H-:2].[Na+:1].[n:3]1[c:4]([CH2:9][OH:10])[cH:5][n:6][cH:7][cH:8]1>>[n:3]1[c:4]([CH2:9][O:10][C:23]([N:15]2[CH:14]([CH:11]([CH3:12])[CH3:13])[c:19]3[c:18]([nH:22][cH:21][n:20]3)[CH2:17][CH2:16]2)=[O:24])[cH:5][n:6][cH:7][cH:8]1.